From a dataset of the Open Reaction Database (ORD), a public repository of structured organic reaction records. describe an organic reaction: reactants, conditions, products, and yield The reactants are ClC(Cl)Cl, Cc1cc(C(=O)O)ccc1OC(C)C, O=S(Cl)Cl. The product is Cc1cc(C(=O)O)ccc1OC(C)C, [Cl-]. As a reaction SMILES: [CH:19]([Cl:20])([Cl:21])[Cl:22].[CH:1]([CH3:2])([CH3:3])[O:4][c:5]1[c:6]([CH3:14])[cH:7][c:8]([C:9](=[O:10])[OH:11])[cH:12][cH:13]1.[S:15]([Cl:16])([Cl:17])=[O:18]>>[CH:1]([CH3:2])([CH3:3])[O:4][c:5]1[c:6]([CH3:14])[cH:7][c:8]([C:9](=[O:10])[OH:11])[cH:12][cH:13]1.[Cl-:17]. Reactants: ClC1=CC(=C(C=N1)CCC(=O)NC1=C(C=CC=C1)Cl)C1=C(C=CC=C1)Cl (3-[6-Chloro-4-(2-chlorophenyl)-3-pyridinyl]-N-(2-chlorophenyl)propanamide), C([O-])([O-])=O.[K+].[K+] (potassium carbonate). Reagents/catalysts: [Cu]I (copper(I) iodide). The solvent is CN(C)C=O (DMF). Yields the product ClC1=CC(=C2CCC(N(C2=N1)C1=C(C=CC=C1)Cl)=O)C1=C(C=CC=C1)Cl (7-chloro-1,5-bis(2-chlorophenyl)-3,4-dihydro[1,8]naphthyridin-2(1H)-one). Yield: 115.6%. Reaction SMILES: [Cl:1][C:2]1[N:7]=[CH:6][C:5]([CH2:8][CH2:9][C:10]([NH:12][C:13]2[CH:18]=[CH:17][CH:16]=[CH:15][C:14]=2[Cl:19])=[O:11])=[C:4]([C:20]2[CH:25]=[CH:24][CH:23]=[CH:22][C:21]=2[Cl:26])[CH:3]=1.C(=O)([O-])[O-].[K+].[K+]>CN(C=O)C.[Cu]I>[Cl:1][C:2]1[N:7]=[C:6]2[C:5]([CH2:8][CH2:9][C:10](=[O:11])[N:12]2[C:13]2[CH:18]=[CH:17][CH:16]=[CH:15][C:14]=2[Cl:19])=[C:4]([C:20]2[CH:25]=[CH:24][CH:23]=[CH:22][C:21]=2[Cl:26])[CH:3]=1 |f:1.2.3|. Procedure details: 3-[6-Chloro-4-(2-chlorophenyl)-3-pyridinyl]-N-(2-chlorophenyl)propanamide (1.51 g, 3.43 mmol) was dissolved in DMF (40 ml), potassium carbonate (0.95 g, 6.87 mmol) and copper(I) iodide (1.3 g, 6.83 mmol) added and the mixture heated at reflux for 1 h. Most of the DMF was removed in vacuo, the residue was treated with water (10 ml) and brine (10 ml), and extracted with dichloromethane (2×15 ml) and ethyl acetate (15 ml). The extracts were passed through a hydrophobic frit and evaporated in vacuo ...